Dataset: the Open Reaction Database (ORD), a public repository of structured organic reaction records. Task: describe an organic reaction: reactants, conditions, products, and yield Reactants: NS(=O)(=O)c1ccc2c(c1)nc(-c1ccc(OCc3ccccc3)cc1)n2C1CCCCC1, C[Si](C)(C)[N-][Si](C)(C)C, CC(=O)Cl, CN(C)C=O, [Li+]. Yields the product CC(=O)NS(=O)(=O)c1ccc2c(c1)nc(-c1ccc(OCc3ccccc3)cc1)n2C1CCCCC1. Reaction SMILES: [CH2:1]([c:2]1[cH:3][cH:4][cH:5][cH:6][cH:7]1)[O:8][c:9]1[cH:10][cH:11][c:12](-[c:15]2[n:16][c:17]3[c:18]([n:19]2[CH:20]2[CH2:21][CH2:22][CH2:23][CH2:24][CH2:25]2)[cH:26][cH:27][c:28]([S:30](=[O:31])(=[O:32])[NH2:33])[cH:29]3)[cH:13][cH:14]1.[CH3:34][Si:35]([N-:36][Si:37]([CH3:38])([CH3:39])[CH3:40])([CH3:41])[CH3:42].[CH3:44][C:45]([Cl:46])=[O:47].[CH3:48][N:49]([CH3:50])[CH:51]=[O:52].[Li+:43]>>[CH2:1]([c:2]1[cH:3][cH:4][cH:5][cH:6][cH:7]1)[O:8][c:9]1[cH:10][cH:11][c:12](-[c:15]2[n:16][c:17]3[c:18]([n:19]2[CH:20]2[CH2:21][CH2:22][CH2:23][CH2:24][CH2:25]2)[cH:26][cH:27][c:28]([S:30](=[O:31])(=[O:32])[NH:33][C:45]([CH3:44])=[O:47])[cH:29]3)[cH:13][cH:14]1. The reactants are [BH3-]C#N, CC(=O)O, CCCN, C1CCOC1, CCOC(=O)C1=Cc2ccc(C(C)(C)C=O)cc2OC1C(F)(F)F, CO, [Na+]. Product: CCCNCC(C)(C)c1ccc2c(c1)OC(C(F)(F)F)C(C(=O)OCC)=C2. RXN SMILES: [C:29]([BH3-:30])#[N:31].[C:35]([OH:36])(=[O:37])[CH3:38].[CH2:25]([CH2:26][CH3:27])[NH2:28].[CH2:39]1[O:40][CH2:41][CH2:42][CH2:43]1.[CH3:1][C:2]([CH:3]=[O:4])([CH3:5])[c:6]1[cH:7][cH:8][c:9]2[c:14]([cH:15]1)[O:13][CH:12]([C:16]([F:17])([F:18])[F:19])[C:11]([C:20](=[O:21])[O:22][CH2:23][CH3:24])=[CH:10]2.[CH3:33][OH:34].[Na+:32]>>[CH3:1][C:2]([CH2:3][NH:28][CH2:25][CH2:26][CH3:27])([CH3:5])[c:6]1[cH:7][cH:8][c:9]2[c:14]([cH:15]1)[O:13][CH:12]([C:16]([F:17])([F:18])[F:19])[C:11]([C:20](=[O:21])[O:22][CH2:23][CH3:24])=[CH:10]2. The reactants are Cl (HCl), O.S.[Na] (Sodium hydrogen sulfide monohydrate), ClC1=NSN=C1C=1C=NC(=CC1)C (3-(3-chloro-1,2,5-thiadiazol-4-yl)-6-methylpyridine), C([O-])([O-])=O.[K+].[K+] (Potassium carbonate), C(CCCCC)Br (1-hexylbromide). Solvent: CN(C)C=O (DMF). Run at time 1 hour. Yields the product C(CCCCC)SC1=NSN=C1C=1C=NC(=CC1)C (3-(3-Hexylthio-1,2,5-thiadiazol-4-yl)-6-methyl pyridine). RXN SMILES: O.[SH2:2].[Na].Cl[C:5]1[C:9]([C:10]2[CH:11]=[N:12][C:13]([CH3:16])=[CH:14][CH:15]=2)=[N:8][S:7][N:6]=1.C(=O)([O-])[O-].[K+].[K+].[CH2:23](Br)[CH2:24][CH2:25][CH2:26][CH2:27][CH3:28].Cl>CN(C=O)C>[CH2:23]([S:2][C:5]1[C:9]([C:10]2[CH:11]=[N:12][C:13]([CH3:16])=[CH:14][CH:15]=2)=[N:8][S:7][N:6]=1)[CH2:24][CH2:25][CH2:26][CH2:27][CH3:28] |f:0.1.2,4.5.6,^1:2|. Reported procedure: Sodium hydrogen sulfide monohydrate (0.33 g, 4.4 mmol) was added to a solution of 3-(3-chloro-1,2,5-thiadiazol-4-yl)-6-methylpyridine (0.85 g, 4 mmol) in DMF (20 ml) at room temperature and the reaction mixture was stirred for 1 h. Potassium carbonate (1.65 g, 12 mmol) and 1-hexylbromide (0.99 g, 6 mmol) were added and the reaction mixture was stirred for additionally 24 h. 1N HCl was added and the reaction mixture was extracted once with ether. The aqueous phase was basilled with 50% NaOH and e...